From a dataset of the Open Reaction Database (ORD), a public repository of structured organic reaction records. describe an organic reaction: reactants, conditions, products, and yield The reactants are COC(=O)C1=CC=C2C(=C(NC2=C1)Br)C1CCCCC1 (2-Bromo-3-cyclohexyl indole-6-carboxylic acid methyl ester), C([O-])([O-])=O.[Na+].[Na+] (sodium carbonate), N1C=CC2=CC=C(C=C12)C(=O)OC (methyl indole-6-carboxylate), COC1=CC(=C(C=C1)B(O)O)CO[Si](C(C)C)(C(C)C)C(C)C ((4-methoxy-2-{[(triisopropylsilyl)oxy]methyl}phenyl)boronic acid). Reagents/catalysts: Cl[Pd]([P](C1=CC=CC=C1)(C2=CC=CC=C2)C3=CC=CC=C3)([P](C4=CC=CC=C4)(C5=CC=CC=C5)C6=CC=CC=C6)Cl (bis(triphenylphosphine)palladium dichloride). Run in O1CCOCC1 (dioxane). Conditions: temperature 110 celsius. The product is C1(CCCCC1)C1=C(NC2=CC(=CC=C12)C(=O)OC)C1=C(C=C(C=C1)OC)CO[Si](C(C)C)(C(C)C)C(C)C (methyl 3-cyclohexyl-2-(4-methoxy-2-{[(triisopropylsilyl)oxy]methyl}phenyl)-1H-indole-6-carboxylate). Yield: 81.0%. As a reaction SMILES: [CH3:1][O:2][C:3]([C:5]1[CH:13]=[C:12]2[C:8]([C:9]([CH:15]3[CH2:20][CH2:19][CH2:18][CH2:17][CH2:16]3)=[C:10](Br)[NH:11]2)=[CH:7][CH:6]=1)=[O:4].N1C2C(=CC=C(C(OC)=O)C=2)C=C1.[CH3:34][O:35][C:36]1[CH:41]=[CH:40][C:39](B(O)O)=[C:38]([CH2:45][O:46][Si:47]([CH:54]([CH3:56])[CH3:55])([CH:51]([CH3:53])[CH3:52])[CH:48]([CH3:50])[CH3:49])[CH:37]=1.C(=O)([O-])[O-].[Na+].[Na+]>O1CCOCC1.Cl[Pd](Cl)([P](C1C=CC=CC=1)(C1C=CC=CC=1)C1C=CC=CC=1)[P](C1C=CC=CC=1)(C1C=CC=CC=1)C1C=CC=CC=1>[CH:15]1([C:9]2[C:8]3[C:12](=[CH:13][C:5]([C:3]([O:2][CH3:1])=[O:4])=[CH:6][CH:7]=3)[NH:11][C:10]=2[C:39]2[CH:40]=[CH:41][C:36]([O:35][CH3:34])=[CH:37][C:38]=2[CH2:45][O:46][Si:47]([CH:48]([CH3:50])[CH3:49])([CH:54]([CH3:56])[CH3:55])[CH:51]([CH3:53])[CH3:52])[CH2:20][CH2:19][CH2:18][CH2:17][CH2:16]1 |f:3.4.5,^1:71,90|. Reported procedure: 2-Bromo-3-cyclohexyl indole-6-carboxylic acid methyl ester (1 eq., prepared as described in WO2004/087714 from commercially available methyl indole-6-carboxylate) and (4-methoxy-2-{[(triisopropylsilyl)oxy]methyl}phenyl)boronic acid (1.1 eq.) were dissolved in dioxane (0.125M solution) and 2M aq. sodium carbonate solution (3.3 eq.) was added. The mixture was degassed and flushed with argon. Then bis(triphenylphosphine)palladium dichloride (0.1 eq.) was added and the mixture was heated under argon... The reactants are CN(C)C=O, O=C(Cl)C(=O)Cl, ClCCl, O=C(O)c1cccc2[nH]c(-c3ccncc3)nc12. Product: O=C(Cl)c1cccc2[nH]c(-c3ccncc3)nc12. As a reaction SMILES: [CH3:25][N:26]([CH3:27])[CH:28]=[O:29].[Cl:19][C:20]([C:21]([Cl:22])=[O:23])=[O:24].[Cl:30][CH2:31][Cl:32].[n:1]1[cH:2][cH:3][c:4](-[c:7]2[n:8][c:9]3[c:10]([nH:11]2)[cH:12][cH:13][cH:14][c:15]3[C:16](=[O:17])[OH:18])[cH:5][cH:6]1>>[n:1]1[cH:2][cH:3][c:4](-[c:7]2[n:8][c:9]3[c:10]([nH:11]2)[cH:12][cH:13][cH:14][c:15]3[C:16](=[O:18])[Cl:19])[cH:5][cH:6]1. Reactants: CCN=C=NCCCN(C)C.Cl (EDCI hydrochloride), FC(OC=1C(=C(C=CC1)/C=C/C=1N=C2SC=CN2C1C(=O)O)OCC(C)(C)C)F (6-{(E)-2-[3-(Difluoromethoxy)-2-(2,2-dimethylpropoxy)phenyl]vinyl}imidazo[2,1-b][1,3]thiazole-5-carboxylic acid), NC1=NC=C(C#N)C=C1 (6-aminonicotinonitrile). The reagents and catalysts are CN(C)C=1C=CN=CC1 (DMAP). The solvent is C1CCOC1 (THF), CN(C)C=O (DMF). Product: C(#N)C=1C=CC(=NC1)NC(=O)C1=C(N=C2SC=CN21)\C=C\C2=C(C(=CC=C2)OC(F)F)OCC(C)(C)C (N-(5-Cyanopyridin-2-yl)-6-{(E)-2-[3-(difluoromethoxy)-2-(2,2-dimethylpropoxy)phenyl]vinyl}imidazo[2,1-b][1,3]thiazole-5-carboxamide), product. As a reaction SMILES: [F:1][CH:2]([F:29])[O:3][C:4]1[C:5]([O:23][CH2:24][C:25]([CH3:28])([CH3:27])[CH3:26])=[C:6](/[CH:10]=[CH:11]/[C:12]2[N:13]=[C:14]3[N:18]([C:19]=2[C:20](O)=[O:21])[CH:17]=[CH:16][S:15]3)[CH:7]=[CH:8][CH:9]=1.[NH2:30][C:31]1[CH:38]=[CH:37][C:34]([C:35]#[N:36])=[CH:33][N:32]=1.CCN=C=NCCCN(C)C.Cl>CN(C1C=CN=CC=1)C.C1COCC1.CN(C=O)C>[C:35]([C:34]1[CH:37]=[CH:38][C:31]([NH:30][C:20]([C:19]2[N:18]3[C:14]([S:15][CH:16]=[CH:17]3)=[N:13][C:12]=2/[CH:11]=[CH:10]/[C:6]2[CH:7]=[CH:8][CH:9]=[C:4]([O:3][CH:2]([F:1])[F:29])[C:5]=2[O:23][CH2:24][C:25]([CH3:26])([CH3:28])[CH3:27])=[O:21])=[N:32][CH:33]=1)#[N:36] |f:2.3|. Reported procedure: The title compound was prepared according to the general procedure (Method B) by coupling Intermediate 7A (80 mg, 0.189 mmol) with 6-aminonicotinonitrile (27 mg, 0.226 mmol) in the presence of EDCI hydrochloride (72 mg, 0.378 mmol), DMAP (22 mg, 0.189 mmol) in a mixture of THF and DMF (1:1, 4 mL) to give 25 mg of the product as an off-white solid; 1H NMR (300 MHz, DMSO-d6) δ 1.03 (s, 9H), 3.56 (s, 2H), 7.17 (t, J=74.1 Hz, 1H), 7.19-7.25 (m, 2H), 7.42-7.50 (m, 2H), 7.55-7.62 (m, 1H), 7.82 (d, J=1... As a reaction SMILES: [Cl:1][C:2]1[C:3]([O:19][CH3:20])=[C:4]([N:8]2[C:12]([C:13]#[N:14])=[CH:11][C:10]([C:15]([F:18])([F:17])[F:16])=[N:9]2)[CH:5]=[CH:6][CH:7]=1.CCOCC.Cl.C(Cl)(Cl)Cl.CO>C1COCC1>[ClH:1].[Cl:1][C:2]1[C:3]([O:19][CH3:20])=[C:4]([N:8]2[C:12]([CH2:13][NH2:14])=[CH:11][C:10]([C:15]([F:17])([F:18])[F:16])=[N:9]2)[CH:5]=[CH:6][CH:7]=1 |f:3.4,6.7|. Yields the product Cl.ClC=1C(=C(C=CC1)N1N=C(C=C1CN)C(F)(F)F)OC ((1-(3-chloro-2-methoxyphenyl)-3-(trifluoromethyl)-1H-pyrazol-5-yl)methanamine hydrochloride). Procedure: To a stirred solution of 1-(3-chloro-2-methoxyphenyl)-3-(trifluoromethyl)-1H-pyrazole-5-carbonitrile (2.03 g, 6.74 mmol, 1.0 eq) in THF (20 mL) was added BH3-DMS (0.512 g, 6.74 mmol, 1.0 eq) at 0° C. and heated to reflux for 3 h. The reaction mixture was cooled to 0° C. and quenched with 1N HCl and basified with 1N solution of NaOH to a pH of ˜10 and extracted with ethyl acetate (100 mL×2), dried (Na2SO4), the solvent evaporated to get a pale yellow oil. The oil was treated with ether and HCl to... The reactants are C(Cl)(Cl)Cl.CO (CHCl3 MeOH), ClC=1C(=C(C=CC1)N1N=C(C=C1C#N)C(F)(F)F)OC (1-(3-chloro-2-methoxyphenyl)-3-(trifluoromethyl)-1H-pyrazole-5-carbonitrile), BH3-DMS, CCOCC (ether), Cl (HCl). The yield is 6.0%. The solvent is C1CCOC1 (THF). Conditions: temperature 0 celsius. Reactants: olefin, C=CC1=CC=CC=C1 (styrene), C=CC=C (Butadiene), C=CC=C (butadiene), [H][H] (hydrogen), C=CC=C (butadiene), C=CC1=CC=CC=C1 (styrene), stainless steel, C(C)OCC(C)OCC (1,2-diethoxypropane), C(C)(CC)[Li] (s-butyllithium), C=CC=C (butadiene). The reagents and catalysts are Co Al. Solvent: CO (methanol), C1CCCCC1 (Cyclohexane). The product is C=CC1=CC=CC=C1.C=CC=C.C=CC1=CC=CC=C1 (styrene-butadiene-styrene). Reaction SMILES: [CH2:1]=[CH:2][C:3]1[CH:8]=[CH:7][CH:6]=[CH:5][CH:4]=1.[CH:9]([Li])([CH2:11][CH3:12])[CH3:10].C=CC=C.C(OCC(OCC)C)C.[H][H]>CO.C1CCCCC1>[CH2:1]=[CH:2][C:3]1[CH:8]=[CH:7][CH:6]=[CH:5][CH:4]=1.[CH2:10]=[CH:9][CH:11]=[CH2:12].[CH2:1]=[CH:2][C:3]1[CH:8]=[CH:7][CH:6]=[CH:5][CH:4]=1 |f:7.8.9|. Procedure: hSBS: 201 kg Cyclohexane and 9.1 kg styrene were charged to an 80 gal stainless steel reactor at about 50° C. 2428 mL of about 12 wt. % s-butyllithium were then charged to the reactor to initiate polymerization. The styrene polymerization was allowed to proceed at about 50° C. until completion and a sample was collected for GPC. The molecular weight at this step was determined to be 4.8 kg/mole. An additional 0.38 kg of styrene was added and allowed to polymerize. GPC analysis of this polymer in... Starting materials: CN1N=C(C=C1OS(=O)(=O)C1=CC=C(C=C1)C)C1=CC=CC=C1 (toluene-4-sulfonic acid 2-methyl-5-phenyl-2H-pyrazol-3-yl ester), C(CCC#C)C1=CC=CC=C1 (pent-4-ynyl-benzene). Solvent: CCCCCCC.C(Cl)Cl (heptane DCM). The product is CN1N=C(C=C1C#CCCCC1=CC=CC=C1)C1=CC=CC=C1 (1-Methyl-3phenyl-5-(5-phenyl-pent-1-ynyl)-1H-pyrazole). Reaction SMILES: [CH3:1][N:2]1[C:6](OS(C2C=CC(C)=CC=2)(=O)=O)=[CH:5][C:4]([C:18]2[CH:23]=[CH:22][CH:21]=[CH:20][CH:19]=2)=[N:3]1.[CH2:24]([C:29]1[CH:34]=[CH:33][CH:32]=[CH:31][CH:30]=1)[CH2:25][CH2:26][C:27]#[CH:28]>CCCCCCC.C(Cl)Cl>[CH3:1][N:2]1[C:6]([C:28]#[C:27][CH2:26][CH2:25][CH2:24][C:29]2[CH:34]=[CH:33][CH:32]=[CH:31][CH:30]=2)=[CH:5][C:4]([C:18]2[CH:19]=[CH:20][CH:21]=[CH:22][CH:23]=2)=[N:3]1 |f:2.3|. Procedure details: This product was prepared from toluene-4-sulfonic acid 2-methyl-5-phenyl-2H-pyrazol-3-yl ester and pent-4-ynyl-benzene following the general procedure for the Sonogashira cross-coupling reaction described above. Chromatography eluent: heptane/DCM 1:1; yield (80 mg, 53%); 1H NMR δ (CDCl3): 7.78 (d, J=8.21 Hz, 2H), 7.43-7.22 (m, 8H), 6.62 (s, 1H), 3.98 (s, 3H), 2.78 (t, J=7.30 Hz, 2H), 2.43 (t, J=7.19 Hz, 2H), 1.96 (p, J=7.33 Hz, 2H); LCMS m/z: 300. Starting materials: O=C1C(CC2=C(C(=C(C(=C12)C)C)OCC(=O)O)C)CC ((1-oxo-2-ethyl-4,6,7-trimethyl-5-indanyloxy)-acetic acid), BrBr (bromine). The reagents and catalysts are Br (hydrobromic acid). Run in C(C)(=O)O (acetic acid). The product is O=C1C(CC2=C(C(=C(C(=C12)C)C)OCC(=O)O)C)(CC)Br ((1-oxo-2-bromo-2-ethyl-4,6,7-trimethyl-5-indanyloxy)acetic acid). Reaction SMILES: [O:1]=[C:2]1[C:10]2[C:5](=[C:6]([CH3:18])[C:7]([O:13][CH2:14][C:15]([OH:17])=[O:16])=[C:8]([CH3:12])[C:9]=2[CH3:11])[CH2:4][CH:3]1[CH2:19][CH3:20].[Br:21]Br>Br.C(O)(=O)C>[O:1]=[C:2]1[C:10]2[C:5](=[C:6]([CH3:18])[C:7]([O:13][CH2:14][C:15]([OH:17])=[O:16])=[C:8]([CH3:12])[C:9]=2[CH3:11])[CH2:4][C:3]1([Br:21])[CH2:19][CH3:20]. Procedure details: (1-Oxo-2-bromo-2-ethyl-4,6,7-trimethyl-5-indanyloxy)-acetic acid is prepared by following substantially the same procedure as described in Example 1, Step B, using the following reagents: (1-oxo-2-ethyl-4,6,7-trimethyl-5-indanyloxy)-acetic acid (11.79 g., 0.0427 mole), bromine (7.51 g., 0.0470 mole), acetic acid (118 ml.) and 48% hydrobromic acid (2 drops). The crude yield is 14.76 g. (97%). Recrystallization from butyl chloride give (1-oxo-2-bromo-2-ethyl-4,6,7-trimethyl-5-indanyloxy)acetic aci... The reactants are O=C(O)c1cccc(CBr)c1Cl, Cl, N#C[K], CN(C)C=O, O. Yields the product N#CCc1cccc(C(=O)O)c1Cl. As a reaction SMILES: [Br:1][CH2:2][c:3]1[c:4]([Cl:12])[c:5]([C:6](=[O:7])[OH:8])[cH:9][cH:10][cH:11]1.[ClH:16].[K:13][C:14]#[N:15].[O:17]=[CH:18][N:19]([CH3:20])[CH3:21].[OH2:22]>>[CH2:2]([c:3]1[c:4]([Cl:12])[c:5]([C:6](=[O:7])[OH:8])[cH:9][cH:10][cH:11]1)[C:14]#[N:15].